This data is from the Open Reaction Database (ORD), a public repository of structured organic reaction records. The task is: describe an organic reaction: reactants, conditions, products, and yield Starting materials: ClCCCCCCBr, O=[N+]([O-])c1cc(C(F)(F)F)ccc1S. RXN SMILES: [Br:15][CH2:16][CH2:17][CH2:18][CH2:19][CH2:20][CH2:21][Cl:22].[N+:1](=[O:2])([O-:3])[c:4]1[c:5]([SH:14])[cH:6][cH:7][c:8]([C:10]([F:11])([F:12])[F:13])[cH:9]1>>[N+:1](=[O:2])([O-:3])[c:4]1[c:5]([S:14][CH2:16][CH2:17][CH2:18][CH2:19][CH2:20][CH2:21][Cl:22])[cH:6][cH:7][c:8]([C:10]([F:11])([F:12])[F:13])[cH:9]1. Yields the product O=[N+]([O-])c1cc(C(F)(F)F)ccc1SCCCCCCCl. Reactants: Cc1csc(C2CNCCN2)c1, CCn1cc(C(=O)O)c(=O)c2cc(F)c(Cl)cc21, c1ccncc1. Product: CCn1cc(C(=O)O)c(=O)c2cc(F)c(N3CCNC(c4cc(C)cs4)C3)cc21. As a reaction SMILES: [CH3:1][c:2]1[cH:3][c:4]([CH:7]2[NH:8][CH2:9][CH2:10][NH:11][CH2:12]2)[s:5][cH:6]1.[Cl:13][c:14]1[c:15]([F:30])[cH:16][c:17]2[c:18](=[O:29])[c:19]([C:26](=[O:27])[OH:28])[cH:20][n:21]([CH2:24][CH3:25])[c:22]2[cH:23]1.[cH:31]1[cH:32][cH:33][n:34][cH:35][cH:36]1>>[CH3:1][c:2]1[cH:3][c:4]([CH:7]2[NH:8][CH2:9][CH2:10][N:11]([c:14]3[c:15]([F:30])[cH:16][c:17]4[c:18](=[O:29])[c:19]([C:26](=[O:27])[OH:28])[cH:20][n:21]([CH2:24][CH3:25])[c:22]4[cH:23]3)[CH2:12]2)[s:5][cH:6]1. Starting materials: BrC=1C(=CC(=C(C(=O)O)C1)O)CN1CCOCC1 (5-bromo-2-hydroxy-4-(4-morpholinylmethyl)benzoic acid), C([O-])([O-])=O.[K+].[K+] (potassium carbonate), FC1=CC=C(CBr)C=C1 (4-fluorobenzyl bromide). The solvent is CN(C=O)C (N,N-dimethylformamide). Conditions: temperature 50 celsius. The product is BrC=1C(=CC(=C(C(=O)OCC2=CC=C(C=C2)F)C1)OCC1=CC=C(C=C1)F)CN1CCOCC1 ((4-Fluorophenyl)methyl 5-bromo-2-{[(4-fluorophenyl)methyl]oxy}-4-(4-morpholinylmethyl)benzoate). RXN SMILES: [Br:1][C:2]1[C:3]([CH2:12][N:13]2[CH2:18][CH2:17][O:16][CH2:15][CH2:14]2)=[CH:4][C:5]([OH:11])=[C:6]([CH:10]=1)[C:7]([OH:9])=[O:8].C(=O)([O-])[O-].[K+].[K+].[F:25][C:26]1[CH:33]=[CH:32][C:29]([CH2:30]Br)=[CH:28][CH:27]=1>CN(C)C=O>[Br:1][C:2]1[C:3]([CH2:12][N:13]2[CH2:14][CH2:15][O:16][CH2:17][CH2:18]2)=[CH:4][C:5]([O:11][CH2:30][C:29]2[CH:32]=[CH:33][C:26]([F:25])=[CH:27][CH:28]=2)=[C:6]([CH:10]=1)[C:7]([O:9][CH2:30][C:29]1[CH:32]=[CH:33][C:26]([F:25])=[CH:27][CH:28]=1)=[O:8] |f:1.2.3|. Procedure: To a solution of 5-bromo-2-hydroxy-4-(4-morpholinylmethyl)benzoic acid (may be prepared as described in Description 5; 720 mg, 2.28 mmol) in N,N-dimethylformamide (10 ml) was added potassium carbonate (1102 mg, 7.97 mmol) and 4-fluorobenzyl bromide (0.62 ml, 5.01 mmol). The mixture was heated at 50° C. for 2 hours, cooled and the solvent removed in vacuo. The residue was partitioned between water (10 ml) and ethyl acetate (15 ml). The organic layer was separated, washed further with water (2×5 m... Starting materials: Cc1[nH]c2ccccc2c1C=O, COc1cc(C(C)=O)cc(OC)c1OC. The product is COc1cc(C(=O)C=Cc2c(C)[nH]c3ccccc23)cc(OC)c1OC. RXN SMILES: [CH3:16][c:17]1[nH:18][c:19]2[cH:20][cH:21][cH:22][cH:23][c:24]2[c:25]1[CH:26]=[O:27].[CH3:1][O:2][c:3]1[cH:4][c:5]([C:13]([CH3:14])=[O:15])[cH:6][c:7]([O:11][CH3:12])[c:8]1[O:9][CH3:10]>>[CH3:1][O:2][c:3]1[cH:4][c:5]([C:13]([CH:14]=[CH:26][c:25]2[c:17]([CH3:16])[nH:18][c:19]3[cH:20][cH:21][cH:22][cH:23][c:24]32)=[O:15])[cH:6][c:7]([O:11][CH3:12])[c:8]1[O:9][CH3:10]. Reactants: CC1=C(C=C2C=NNC2=C1)[N+](=O)[O-] (6-Methyl-5-nitro-1H-indazole), ClC=1C(C(=C(C(C1Cl)=O)C#N)C#N)=O (2,3-dichloro-5,6-dicyano-p-benzoquinone), O1CCCC=C1 (3,4-dihydro-2H-pyran). Run in C(C)#N (acetonitrile). The product is CC1=C(C=C2C=NN(C2=C1)C1OCCCC1)[N+](=O)[O-] (6-methyl-5-nitro-1-(tetrahydro-2H-pyran-2-yl)-1H-indazole). The yield is 716.2%. RXN SMILES: [CH3:1][C:2]1[CH:10]=[C:9]2[C:5]([CH:6]=[N:7][NH:8]2)=[CH:4][C:3]=1[N+:11]([O-:13])=[O:12].ClC1[C:16](=[O:27])[C:17](C#N)=[C:18](C#N)[C:19](=O)[C:20]=1Cl.O1C=CCCC1>C(#N)C>[CH3:1][C:2]1[CH:10]=[C:9]2[C:5]([CH:6]=[N:7][N:8]2[CH:16]2[CH2:17][CH2:18][CH2:19][CH2:20][O:27]2)=[CH:4][C:3]=1[N+:11]([O-:13])=[O:12]. Procedure details: 6-Methyl-5-nitro-1H-indazole (15.1 g, 85.2 mmol), 2,3-dichloro-5,6-dicyano-p-benzoquinone (DDQ) (1.94 g, 8.55 mmol) and 3,4-dihydro-2H-pyran (9.0 ml, 98.4 mmol) were dissolved in acetonitrile (300 ml), and the mixture was heated under reflux for 4.5 hr. The reaction mixture was concentrated under reduced pressure, and the residue was diluted with an ethyl acetate-hexane=1:1 mixed solvent, washed with saturated brine, and dried over anhydrous magnesium sulfate. The insoluble material was filtered... The reactants are O=C1Nc2ccccc2CCC1NC(c1ccccc1)(c1ccccc1)c1ccccc1, CN(C)C=O, [H-], CC(C)I, [Na+]. The product is CC(C)N1C(=O)C(NC(c2ccccc2)(c2ccccc2)c2ccccc2)CCc2ccccc21. Reaction SMILES: [C:1]([c:2]1[cH:3][cH:4][cH:5][cH:6][cH:7]1)([c:8]1[cH:9][cH:10][cH:11][cH:12][cH:13]1)([c:14]1[cH:15][cH:16][cH:17][cH:18][cH:19]1)[NH:20][CH:21]1[C:22](=[O:32])[NH:23][c:24]2[c:25]([cH:28][cH:29][cH:30][cH:31]2)[CH2:26][CH2:27]1.[CH3:39][N:40]([CH3:41])[CH:42]=[O:43].[H-:33].[I:35][CH:36]([CH3:37])[CH3:38].[Na+:34]>>[C:1]([c:2]1[cH:3][cH:4][cH:5][cH:6][cH:7]1)([c:8]1[cH:9][cH:10][cH:11][cH:12][cH:13]1)([c:14]1[cH:15][cH:16][cH:17][cH:18][cH:19]1)[NH:20][CH:21]1[C:22](=[O:32])[N:23]([CH:36]([CH3:37])[CH3:38])[c:24]2[c:25]([cH:28][cH:29][cH:30][cH:31]2)[CH2:26][CH2:27]1.